Dataset: the Open Reaction Database (ORD), a public repository of structured organic reaction records. Task: describe an organic reaction: reactants, conditions, products, and yield Yields the product COC(=O)C1(C)c2ccccc2Oc2ccccc21. RXN SMILES: [CH3:19][I:20].[O:21]1[CH2:22][CH2:23][CH2:24][CH2:25]1.[OH2:26].[cH:1]1[cH:2][cH:3][cH:4][c:5]2[c:14]1[CH:13]([C:15](=[O:16])[O:17][CH3:18])[c:12]1[c:7]([cH:8][cH:9][cH:10][cH:11]1)[O:6]2>>[cH:1]1[cH:2][cH:3][cH:4][c:5]2[c:14]1[C:13]([C:15](=[O:16])[O:17][CH3:18])([CH3:19])[c:12]1[c:7]([cH:8][cH:9][cH:10][cH:11]1)[O:6]2. Reactants: CI, C1CCOC1, O, COC(=O)C1c2ccccc2Oc2ccccc21. As a reaction SMILES: [C:9]([CH2:10][CH3:11])(=[O:12])[O-:13].[CH2:1]=[CH:2][c:3]1[cH:4][cH:5][cH:6][cH:7][cH:8]1.[CH3:15][CH2:16][C:17](=[O:18])[OH:19].[K+:14]>>[CH2:1]1[CH:2]([c:3]2[cH:4][cH:5][cH:6][cH:7][cH:8]2)[O:13][C:9](=[O:12])[CH:10]1[CH3:11]. The product is CC1CC(c2ccccc2)OC1=O. Starting materials: CCC(=O)[O-], C=Cc1ccccc1, CCC(=O)O, [K+].